This data is from the Open Reaction Database (ORD), a public repository of structured organic reaction records. The task is: describe an organic reaction: reactants, conditions, products, and yield Yields the product [N+](=O)([O-])C1=CC=C(C=C1)CCCN1CCN(CC1)C(=O)OC(C)(C)C (tert-butyl 4-[3-(4-nitrophenyl)propyl]piperazine-1-carboxylate). Run at time 10 minute. Procedure details: A borane-THF complex (1.08 M THF solution) 23 mL was added dropwise to a mixture of 3.02 g of tert-butyl 4-[3-(4-nitrophenyl)propanoyl]piperazine-1-carboxylate and THF 40 mL under ice cooling in an argon atmosphere, followed by stirring for 10 minutes at room temperature, and then heating under reflux was performed for 2 hours. The reaction mixture was cooled with ice, and 30 mL of methanol was added dropwise thereto, followed by stirring for 3 hours at 50° C. The reaction mixture was concentrat... Isolated yield 95.7%. As a reaction SMILES: B.C1COCC1.[N+:7]([C:10]1[CH:15]=[CH:14][C:13]([CH2:16][CH2:17][C:18]([N:20]2[CH2:25][CH2:24][N:23]([C:26]([O:28][C:29]([CH3:32])([CH3:31])[CH3:30])=[O:27])[CH2:22][CH2:21]2)=O)=[CH:12][CH:11]=1)([O-:9])=[O:8].C1COCC1>CO>[N+:7]([C:10]1[CH:11]=[CH:12][C:13]([CH2:16][CH2:17][CH2:18][N:20]2[CH2:21][CH2:22][N:23]([C:26]([O:28][C:29]([CH3:32])([CH3:31])[CH3:30])=[O:27])[CH2:24][CH2:25]2)=[CH:14][CH:15]=1)([O-:9])=[O:8] |f:0.1|. The reactants are B.C1CCOC1 (borane THF), [N+](=O)([O-])C1=CC=C(C=C1)CCC(=O)N1CCN(CC1)C(=O)OC(C)(C)C (tert-butyl 4-[3-(4-nitrophenyl)propanoyl]piperazine-1-carboxylate), C1CCOC1 (THF). Solvent: CO (methanol). Reactants: COC1=CC2=C(NC(C(N=C2C2=CC=CC=C2)NC(OCC2=CC=CC=C2)=O)=O)C=C1 (Benzyl (7-methoxy-2-oxo-5-phenyl-2,3-dihydro-1H-benzo[e][1,4]diazepin-3-yl)carbamate), Br (HBr), C(C)OCC (Diethyl ether). Run in CC(=O)O (AcOH). Conditions: time 2 hour. Product: NC1N=C(C2=C(NC1=O)C=CC(=C2)OC)C2=CC=CC=C2 (3-Amino-7-methoxy-5-phenyl-1H-benzo[e][1,4]diazepin-2(3H)-one). Reaction SMILES: [CH3:1][O:2][C:3]1[CH:31]=[CH:30][C:6]2[NH:7][C:8](=[O:29])[CH:9]([NH:18]C(=O)OCC3C=CC=CC=3)[N:10]=[C:11]([C:12]3[CH:17]=[CH:16][CH:15]=[CH:14][CH:13]=3)[C:5]=2[CH:4]=1.Br.C(OCC)C>CC(O)=O>[NH2:18][CH:9]1[C:8](=[O:29])[NH:7][C:6]2[CH:30]=[CH:31][C:3]([O:2][CH3:1])=[CH:4][C:5]=2[C:11]([C:12]2[CH:13]=[CH:14][CH:15]=[CH:16][CH:17]=2)=[N:10]1. Procedure details: Intermediate 7B (0.5 g, 1.2 mmol) was treated with 3.5 mL (7 volumes) of 33% HBr in AcOH and was stirred at room temperature for 2 hrs. Diethyl ether (25 mL) was added to the reaction mixture and the precipitated solid was collected by filtration. The solid was dissolved in water (3 mL), and 10% sodium bicarbonate solution was added until the solution was basic. The product was extracted with 2×25 mL of ethyl acetate and the organic layer was dried over anhydrous sodium sulfate. The solvents wer... The reactants are [OH-].[Na+] (NaOH), C(C)OC(COC1=C(C=CC(=C1)Cl)C(NCC1=C(C=C(C=C1)Br)F)=O)=O ([2-(4-bromo-2-fluoro-benzylcarbamoyl)-5-chloro-phenoxy]-acetic acid ethyl ester), Cl (HCl). The solvent is C(C)(=O)OCC (ethyl acetate), C(C)O (ethanol). Run at time 30 minute. Product: BrC1=CC(=C(CNC(=O)C2=C(OCC(=O)O)C=C(C=C2)Cl)C=C1)F ([2-(4-bromo-2-fluoro-benzylcarbamoyl)-5-chloro-phenoxy]-acetic acid). Isolated yield 97.0%. As a reaction SMILES: C([O:3][C:4](=[O:26])[CH2:5][O:6][C:7]1[CH:12]=[C:11]([Cl:13])[CH:10]=[CH:9][C:8]=1[C:14](=[O:25])[NH:15][CH2:16][C:17]1[CH:22]=[CH:21][C:20]([Br:23])=[CH:19][C:18]=1[F:24])C.[OH-].[Na+].Cl>C(O)C.C(OCC)(=O)C>[Br:23][C:20]1[CH:21]=[CH:22][C:17]([CH2:16][NH:15][C:14]([C:8]2[CH:9]=[CH:10][C:11]([Cl:13])=[CH:12][C:7]=2[O:6][CH2:5][C:4]([OH:26])=[O:3])=[O:25])=[C:18]([F:24])[CH:19]=1 |f:1.2|. Procedure details: A solution of [2-(4-bromo-2-fluoro-benzylcarbamoyl)-5-chloro-phenoxy]-acetic acid ethyl ester (3.20 g, 7.20 mmol) in ethanol (36 mL, 0.2 M) was cooled to 0° C. and treated with aq NaOH (1.25 M, 28.8 mL, 36.0 mmol). After stirring for 30 min, the solution was warmed to room temperature and stirred an additional 4 h. Next, the solution was acidified to pH 1–2 with 2 N HCl, diluted with ethyl acetate and washed with saturated aq NaCl. The organic layer was dried over Na2SO4, filtered and concentrat...